Dataset: the Open Reaction Database (ORD), a public repository of structured organic reaction records. Task: describe an organic reaction: reactants, conditions, products, and yield The reactants are CCCN(CCC)C(=O)c1cc(I)cc(C(=O)OC)c1, [Li]CCCC, CCOC(C)=O, [Cl-], [Cl-], C1CCOC1, [Pd], [Zn+2], c1ccc(P(c2ccccc2)c2ccccc2)cc1, c1ccc(P(c2ccccc2)c2ccccc2)cc1, c1ccc(P(c2ccccc2)c2ccccc2)cc1, c1ccc(P(c2ccccc2)c2ccccc2)cc1, c1cocn1. Product: CCCN(CCC)C(=O)c1cc(C(=O)OC)cc(-c2ncco2)c1. Reaction SMILES: [CH2:11]([CH2:12][CH3:13])[N:14]([C:15](=[O:16])[c:17]1[cH:18][c:19]([C:20](=[O:21])[O:22][CH3:23])[cH:24][c:25]([I:27])[cH:26]1)[CH2:28][CH2:29][CH3:30].[CH2:6]([Li:7])[CH2:8][CH2:9][CH3:10].[CH3:36][CH2:37][O:38][C:39](=[O:40])[CH3:41].[Cl-:42].[Cl-:44].[O:31]1[CH2:32][CH2:33][CH2:34][CH2:35]1.[Pd:121].[Zn+2:43].[c:102]1([P:103]([c:104]2[cH:105][cH:106][cH:107][cH:108][cH:109]2)[c:110]2[cH:111][cH:112][cH:113][cH:114][cH:115]2)[cH:116][cH:117][cH:118][cH:119][cH:120]1.[c:45]1([P:46]([c:47]2[cH:48][cH:49][cH:50][cH:51][cH:52]2)[c:53]2[cH:54][cH:55][cH:56][cH:57][cH:58]2)[cH:59][cH:60][cH:61][cH:62][cH:63]1.[c:64]1([P:65]([c:66]2[cH:67][cH:68][cH:69][cH:70][cH:71]2)[c:72]2[cH:73][cH:74][cH:75][cH:76][cH:77]2)[cH:78][cH:79][cH:80][cH:81][cH:82]1.[c:83]1([P:84]([c:85]2[cH:86][cH:87][cH:88][cH:89][cH:90]2)[c:91]2[cH:92][cH:93][cH:94][cH:95][cH:96]2)[cH:97][cH:98][cH:99][cH:100][cH:101]1.[o:1]1[cH:2][n:3][cH:4][cH:5]1>>[o:1]1[c:2](-[c:25]2[cH:24][c:19]([C:20](=[O:21])[O:22][CH3:23])[cH:18][c:17]([C:15]([N:14]([CH2:11][CH2:12][CH3:13])[CH2:28][CH2:29][CH3:30])=[O:16])[cH:26]2)[n:3][cH:4][cH:5]1. The reactants are COC=1C=CC2=C(CCN(C(N2)=O)C2CCNCC2)C1 (7-methoxy-3-piperidin-4-yl-1,3,4,5-tetrahydro-1,3-benzodiazepin-2-one), ClC1=CC(=NC=N1)C(=O)N1CCC2=CC=CC=C12 ((6-chloropyrimidin-4-yl)-(2,3-dihydroindol-1-yl)-methanone), CCN(C(C)C)C(C)C (DIPEA). Solvent: CN(C)C=O (DMF). Reaction conditions: time 2 hour. The product is N1(CCC2=CC=CC=C12)C(=O)C1=CC(=NC=N1)N1CCC(CC1)N1C(NC2=C(CC1)C=C(C=C2)OC)=O (3-{1-[6-(2,3-dihydroindole-1-carbonyl)-pyrimidin-4-yl]-piperidin-4-yl}-7-methoxy-1,3,4,5-tetrahydro-1,3-benzodiazepin-2-one). Reaction SMILES: [CH3:1][O:2][C:3]1[CH:4]=[CH:5][C:6]2[NH:12][C:11](=[O:13])[N:10]([CH:14]3[CH2:19][CH2:18][NH:17][CH2:16][CH2:15]3)[CH2:9][CH2:8][C:7]=2[CH:20]=1.Cl[C:22]1[N:27]=[CH:26][N:25]=[C:24]([C:28]([N:30]2[C:38]3[C:33](=[CH:34][CH:35]=[CH:36][CH:37]=3)[CH2:32][CH2:31]2)=[O:29])[CH:23]=1.CCN(C(C)C)C(C)C>CN(C=O)C>[N:30]1([C:28]([C:24]2[N:25]=[CH:26][N:27]=[C:22]([N:17]3[CH2:18][CH2:19][CH:14]([N:10]4[CH2:9][CH2:8][C:7]5[CH:20]=[C:3]([O:2][CH3:1])[CH:4]=[CH:5][C:6]=5[NH:12][C:11]4=[O:13])[CH2:15][CH2:16]3)[CH:23]=2)=[O:29])[C:38]2[C:33](=[CH:34][CH:35]=[CH:36][CH:37]=2)[CH2:32][CH2:31]1. Reported procedure: 110 mg (0.4 mmol) 7-methoxy-3-piperidin-4-yl-1,3,4,5-tetrahydro-1,3-benzodiazepin-2-one were added to 100 mg (0.39 mmol) (6-chloropyrimidin-4-yl)-(2,3-dihydroindol-1-yl)-methanone and 100 μL (0.58 mmol) DIPEA in 10 mL DMF. The reaction mixture was stirred for 2 h at RT and then evaporated down i. vac. The residue was combined with 20 mL water and stirred for 30 min at RT. The precipitated product was suction filtered, stirred with methanol, suction filtered again and dried at 40° C. in the CAD. The product is FC=1C=C(C=C(C1OC1CN(CC1)C(C1=C(C=CC(=C1)S(=O)(=O)C)OC(C)C)=O)F)C(CC)=O (rac-1-{3,5-Difluoro-4-[1-(2-isopropoxy-5-methanesulfonyl-benzoyl)-pyrrolidin-3-yloxy]-phenyl}-propan-1-one). The yield is 21.0%. RXN SMILES: [OH:1][CH:2]1[CH2:6][CH2:5][N:4]([C:7]([C:9]2[CH:14]=[C:13]([S:15]([CH3:18])(=[O:17])=[O:16])[CH:12]=[CH:11][C:10]=2[O:19][CH:20]([CH3:22])[CH3:21])=[O:8])[CH2:3]1.[CH3:23][CH2:24][C:25]([C:27]1[CH:32]=[C:31]([F:33])[C:30](O)=[C:29]([F:35])[CH:28]=1)=[O:26]>>[F:33][C:31]1[CH:32]=[C:27]([C:25](=[O:26])[CH2:24][CH3:23])[CH:28]=[C:29]([F:35])[C:30]=1[O:1][CH:2]1[CH2:6][CH2:5][N:4]([C:7](=[O:8])[C:9]2[CH:14]=[C:13]([S:15]([CH3:18])(=[O:17])=[O:16])[CH:12]=[CH:11][C:10]=2[O:19][CH:20]([CH3:22])[CH3:21])[CH2:3]1. The reactants are OC1CN(CC1)C(=O)C1=C(C=CC(=C1)S(=O)(=O)C)OC(C)C (rac-(3-hydroxy-pyrrolidin-1-yl)-(2-isopropoxy-5-methanesulfonyl-phenyl)-methanone), CCC(=O)C1=CC(=C(C(=C1)F)O)F (3,5-difluoro-4-hydroxypropiophenone). Reported procedure: Prepared in analogy to Example 4 from rac-(3-hydroxy-pyrrolidin-1-yl)-(2-isopropoxy-5-methanesulfonyl-phenyl)-methanone and 3,5-difluoro-4-hydroxypropiophenone. The crude material was purified by reversed phase HPLC (acetonitrile/water) to yield the title compound as an amorphous white solid (yield 21%). MS (m/e): 496.5 (M+H+, 100%). The reactants are CC(C)(C)[Si](C)(C)Oc1ccc(CCBr)cc1, O=C([O-])[O-], ClCCl, [K+], [K+], [Na+], O=C([O-])O, CN(C)C=O, O=c1ccc(-c2ccccc2)n[nH]1. Product: CC(C)(C)[Si](C)(C)Oc1ccc(CCn2nc(-c3ccccc3)ccc2=O)cc1. RXN SMILES: [Br:1][CH2:2][CH2:3][c:4]1[cH:5][cH:6][c:7]([O:8][Si:9]([CH3:10])([CH3:11])[C:12]([CH3:13])([CH3:14])[CH3:15])[cH:16][cH:17]1.[C:31](=[O:32])([O-:33])[O-:34].[Cl:47][CH2:48][Cl:49].[K+:35].[K+:36].[Na+:41].[O-:37][C:38]([OH:39])=[O:40].[O:42]=[CH:43][N:44]([CH3:45])[CH3:46].[c:18]1(-[c:24]2[cH:25][cH:26][c:27](=[O:30])[nH:28][n:29]2)[cH:19][cH:20][cH:21][cH:22][cH:23]1>>[CH2:2]([CH2:3][c:4]1[cH:5][cH:6][c:7]([O:8][Si:9]([CH3:10])([CH3:11])[C:12]([CH3:13])([CH3:14])[CH3:15])[cH:16][cH:17]1)[n:28]1[c:27](=[O:30])[cH:26][cH:25][c:24](-[c:18]2[cH:19][cH:20][cH:21][cH:22][cH:23]2)[n:29]1. Starting materials: D4, FC1=CC=C(C=O)C=C1 (4-fluorobenzaldehyde), ClC=1C=C(C=CC1F)O (3-chloro-4-fluorophenol). The product is ClC=1C=C(OC2=CC=C(C=O)C=C2)C=CC1F (4-(3-chloro-4-fluorophenoxy)benzaldehyde). RXN SMILES: F[C:2]1[CH:9]=[CH:8][C:5]([CH:6]=[O:7])=[CH:4][CH:3]=1.[Cl:10][C:11]1[CH:12]=[C:13]([OH:18])[CH:14]=[CH:15][C:16]=1[F:17]>>[Cl:10][C:11]1[CH:12]=[C:13]([CH:14]=[CH:15][C:16]=1[F:17])[O:18][C:2]1[CH:9]=[CH:8][C:5]([CH:6]=[O:7])=[CH:4][CH:3]=1. Procedure details: The title compound was prepared by a procedure similar to that described for D4 starting from 4-fluorobenzaldehyde and 3-chloro-4-fluorophenol. The reactants are COC=1C=C(C=C(C1OC)OC)C1=NC=CC(=C1)C=CC(=O)OCC (Ethyl 3-[2-(3,4,5-trimethoxyphenyl)pyridin-4-yl]propenoate). The reagents and catalysts are [Pd] (palladium on carbon). Solvent: CO (methanol). Run at time 6 hour. The product is COC=1C=C(C=C(C1OC)OC)C1=NC=CC(=C1)CCC(=O)OCC (Ethyl 3-[2-(3,4,5-trimethoxyphenyl)pyridin-4-yl]propionate). As a reaction SMILES: [CH3:1][O:2][C:3]1[CH:4]=[C:5]([C:13]2[CH:18]=[C:17]([CH:19]=[CH:20][C:21]([O:23][CH2:24][CH3:25])=[O:22])[CH:16]=[CH:15][N:14]=2)[CH:6]=[C:7]([O:11][CH3:12])[C:8]=1[O:9][CH3:10]>CO.[Pd]>[CH3:12][O:11][C:7]1[CH:6]=[C:5]([C:13]2[CH:18]=[C:17]([CH2:19][CH2:20][C:21]([O:23][CH2:24][CH3:25])=[O:22])[CH:16]=[CH:15][N:14]=2)[CH:4]=[C:3]([O:2][CH3:1])[C:8]=1[O:9][CH3:10]. Procedure: Ethyl 3-[2-(3,4,5-trimethoxyphenyl)pyridin-4-yl]propenoate (579 mg) was dissolved in methanol (20 mL), 10% palladium on carbon (60 mg) was added to the solution, and the mixture was stirred at room temperature for 6 hours under a hydrogen atmosphere. The catalyst was removed by filtration, and the filtrate was concentrated under reduced pressure to obtain the title compound. Starting materials: CC(C)(C)OC(=O)COCCOc1ccc2nc(-c3ccccc3)n(-c3ccccc3)c2c1, O, O=C(O)C(F)(F)F. Yields the product O=C(O)COCCOc1ccc2nc(-c3ccccc3)n(-c3ccccc3)c2c1. As a reaction SMILES: [C:1]([CH3:2])([CH3:3])([CH3:4])[O:5][C:6]([CH2:7][O:8][CH2:9][CH2:10][O:11][c:12]1[cH:13][cH:14][c:15]2[c:16]([n:17](-[c:26]3[cH:27][cH:28][cH:29][cH:30][cH:31]3)[c:18](-[c:20]3[cH:21][cH:22][cH:23][cH:24][cH:25]3)[n:19]2)[cH:32]1)=[O:33].[OH2:41].[OH:34][C:35]([C:36]([F:37])([F:38])[F:39])=[O:40]>>[O:5]=[C:6]([CH2:7][O:8][CH2:9][CH2:10][O:11][c:12]1[cH:13][cH:14][c:15]2[c:16]([n:17](-[c:26]3[cH:27][cH:28][cH:29][cH:30][cH:31]3)[c:18](-[c:20]3[cH:21][cH:22][cH:23][cH:24][cH:25]3)[n:19]2)[cH:32]1)[OH:33].